This data is from the Open Reaction Database (ORD), a public repository of structured organic reaction records. The task is: describe an organic reaction: reactants, conditions, products, and yield Reactants: C(#N)C1=CC=C(C=C1)N1CCC(CC1)C(=O)O (1-(4-Cyanophenyl)-piperidine-4-carboxylic acid), C[C@@H]1NC[C@H](NC1)C ((2S, 5R)-2,5-dimethylpiperazine). The product is C(#N)C1=CC=C(C=C1)N1CCC(CC1)C(=O)N1[C@H](CN[C@@H](C1)C)C ((2S, 5R)-1-[1-(4-Cyanophenyl)-piperidine-4-carbonyl]-2,5-dimethylpiperazine). As a reaction SMILES: [C:1]([C:3]1[CH:8]=[CH:7][C:6]([N:9]2[CH2:14][CH2:13][CH:12]([C:15]([OH:17])=O)[CH2:11][CH2:10]2)=[CH:5][CH:4]=1)#[N:2].[CH3:18][C@H:19]1[CH2:24][NH:23][C@H:22]([CH3:25])[CH2:21][NH:20]1>>[C:1]([C:3]1[CH:4]=[CH:5][C:6]([N:9]2[CH2:10][CH2:11][CH:12]([C:15]([N:20]3[CH2:21][C@@H:22]([CH3:25])[NH:23][CH2:24][C@@H:19]3[CH3:18])=[O:17])[CH2:13][CH2:14]2)=[CH:7][CH:8]=1)#[N:2]. Reported procedure: The title compound (D17) was prepared from 1-(4-cyanophenyl)-piperidine4-carboxylic acid (D3) and (2S, 5R)-2,5-dimethylpiperazine using the procedure of Description D15. The reactants are IC1=CN(C=2N=CN=C(C21)N(C)C)COCC[Si](C)(C)C (5-Iodo-N,N-dimethyl-7-{[2-(trimethylsilyl)ethoxy]methyl}-7H-pyrrolo[2,3-d]pyrimidin-4-amine), C3, ClC=1C2=C(N=CN1)N(C=C2I)COCC[Si](C)(C)C (4-chloro-5-iodo-7-{[2-(trimethylsilyl)ethoxy]methyl}-7H-pyrrolo[2,3-d]pyrimidine), CN(C=1C2=C(N=CN1)NC=C2C=2C=C(C#N)C=CC2)C (3-[4-(dimethylamino)-7H-pyrrolo[2,3-d]pyrimidin-5-yl]benzonitrile), N1(CCOCC1)C=1C2=C(N=CN1)N(C=C2B2OC(C(O2)(C)C)(C)C)COCC[Si](C)(C)C (4-(morpholin-4-yl)-5-(4,4,5,5-tetramethyl-1,3,2-dioxaborolan-2-yl)-7-{[2-(trimethylsilyl)ethoxy]methyl}-7H-pyrrolo[2,3-d]pyrimidine). The product is CN(C=1C2=C(N=CN1)N(C=C2B2OC(C(O2)(C)C)(C)C)COCC[Si](C)(C)C)C (N,N-Dimethyl-5-(4,4,5,5-tetramethyl-1,3,2-dioxaborolan-2-yl)-7-{[2-(trimethylsilyl)ethoxy]methyl}-7H-pyrrolo[2,3-d]pyrimidin-4-amine). As a reaction SMILES: IC1C2C(N(C)C)=NC=NC=2N(COCC[Si](C)(C)C)C=1.ClC1C2C(I)=CN(COCC[Si](C)(C)C)C=2N=CN=1.CN(C)C1C2C(C3C=C(C=CC=3)C#N)=CNC=2N=CN=1.[N:61]1([C:67]2[C:68]3[C:75]([B:76]4[O:80][C:79]([CH3:82])([CH3:81])[C:78]([CH3:84])([CH3:83])[O:77]4)=[CH:74][N:73]([CH2:85][O:86][CH2:87][CH2:88][Si:89]([CH3:92])([CH3:91])[CH3:90])[C:69]=3[N:70]=[CH:71][N:72]=2)[CH2:66]COC[CH2:62]1>>[CH3:66][N:61]([CH3:62])[C:67]1[C:68]2[C:75]([B:76]3[O:80][C:79]([CH3:81])([CH3:82])[C:78]([CH3:84])([CH3:83])[O:77]3)=[CH:74][N:73]([CH2:85][O:86][CH2:87][CH2:88][Si:89]([CH3:92])([CH3:91])[CH3:90])[C:69]=2[N:70]=[CH:71][N:72]=1. Procedure details: 5-Iodo-N,N-dimethyl-7-{[2-(trimethylsilyl)ethoxy]methyl}-7H-pyrrolo[2,3-d]pyrimidin-4-amine [C3, prepared from 4-chloro-5-iodo-7-{[2-(trimethylsilyl)ethoxy]methyl}-7H-pyrrolo[2,3-d]pyrimidine (C1) according to the method described for synthesis of 3-[4-(dimethylamino)-7H-pyrrolo[2,3-d]pyrimidin-5-yl]benzonitrile (5) in Example 5] was converted to the product according to the method described for synthesis of 4-(morpholin-4-yl)-5-(4,4,5,5-tetramethyl-1,3,2-dioxaborolan-2-yl)-7-{[2-(trimethylsilyl... The reactants are Cl, [Na+], O=C1Nc2ccc3c(c2C1=O)CCS3(=O)=O, [OH-], O, OO. Product: Nc1ccc2c(c1C(=O)O)CCS2(=O)=O. RXN SMILES: [ClH:21].[Na+:18].[O:1]=[S:2]1(=[O:16])[CH2:3][CH2:4][c:5]2[c:6]3[c:10]([cH:11][cH:12][c:13]21)[NH:9][C:8](=[O:14])[C:7]3=[O:15].[OH-:17].[OH2:22].[OH:19][OH:20]>>[O:1]=[S:2]1(=[O:16])[CH2:3][CH2:4][c:5]2[c:6]([C:7]([OH:15])=[O:17])[c:10]([NH2:9])[cH:11][cH:12][c:13]21. Starting materials: NC1=C(C=C(C(=O)O)C=C1)S (4-amino-3-mercaptobenzoic acid), CSC(=C(C#N)C1=NC=CC(=N1)C(F)(F)F)SC (3,3-bis(methylthio)-2-(4-trifluoromethylpyrimidin-2-yl)acrylonitrile), C([O-])([O-])=O.[K+].[K+] (potassium carbonate). Reagents/catalysts: CN(C1=CC=NC=C1)C (4-dimethylaminopyridine). Run in C(C)O (ethanol), C(Cl)Cl (DCM). Conditions: temperature 160 celsius. Yields the product C(=O)(O)C1=CC2=C(NC(S2)=C(C#N)C2=NC=CC(=N2)C(F)(F)F)C=C1 (2-[6-carboxybenzothiazol-2(3H)-ylidene]-2-(4-trifluoromethyl-pyrimidin-2-yl)acetonitrile). The yield is 44.5%. RXN SMILES: [NH2:1][C:2]1[CH:10]=[CH:9][C:5]([C:6]([OH:8])=[O:7])=[CH:4][C:3]=1[SH:11].CS[C:14](SC)=[C:15]([C:18]1[N:23]=[C:22]([C:24]([F:27])([F:26])[F:25])[CH:21]=[CH:20][N:19]=1)[C:16]#[N:17].C(=O)([O-])[O-].[K+].[K+]>CN(C)C1C=CN=CC=1.C(O)C.C(Cl)Cl>[C:6]([C:5]1[CH:9]=[CH:10][C:2]2[NH:1][C:14](=[C:15]([C:18]3[N:23]=[C:22]([C:24]([F:26])([F:25])[F:27])[CH:21]=[CH:20][N:19]=3)[C:16]#[N:17])[S:11][C:3]=2[CH:4]=1)([OH:8])=[O:7] |f:2.3.4|. Reported procedure: A mixture of 4-amino-3-mercaptobenzoic acid (768 mg, 4.5 mmol), 3,3-bis(methylthio)-2-(4-trifluoromethylpyrimidin-2-yl)acrylonitrile (1.45 g, 5.0 mmol, 1.1 eq.), 4-dimethylaminopyridine (550 mg, 4.5 mmol, 1 eq.), and potassium carbonate (622 mg, 4.5 mmol, 1 eq.) in ethanol (20 mL) was heated at 160° C. for 0.4 hr in a microwave. The mixture was cooled to room temperature, diluted with DCM, and washed with 1M hydrochloric acid. The DCM fraction was decanted, filtered, and concentrated under vacuu... Reactants: ClCC1=CC=C(C#N)C=C1 (4-(chloromethyl)benzonitrile), BrCCC1=CNC2=CC=CC=C12 (3-(2-bromoethyl)-1H-indole), C(C1=CC=CC=C1)NC(=O)C1=C(N=C(S1)N1C(NCC1)=O)C (N-benzyl-4-methyl-2-(2-oxoimidazolidin-1-yl)thiazole-5-carboxamide). Product: N1C=C(C2=CC=CC=C12)CCN1C(N(CC1)C=1SC(=C(N1)C)C(=O)NCC1=CC=CC=C1)=O (2-(3-(2-(1H-indol-3-yl)ethyl)-2-oxoimidazolidin-1-yl)-N-benzyl-4-methylthiazole-5-carboxamide). The yield is 22.0%. As a reaction SMILES: ClCC1C=CC(C#N)=CC=1.Br[CH2:12][CH2:13][C:14]1[C:22]2[C:17](=[CH:18][CH:19]=[CH:20][CH:21]=2)[NH:16][CH:15]=1.[CH2:23]([NH:30][C:31]([C:33]1[S:37][C:36]([N:38]2[CH2:42][CH2:41][NH:40][C:39]2=[O:43])=[N:35][C:34]=1[CH3:44])=[O:32])[C:24]1[CH:29]=[CH:28][CH:27]=[CH:26][CH:25]=1>>[NH:16]1[C:17]2[C:22](=[CH:21][CH:20]=[CH:19][CH:18]=2)[C:14]([CH2:13][CH2:12][N:40]2[CH2:41][CH2:42][N:38]([C:36]3[S:37][C:33]([C:31]([NH:30][CH2:23][C:24]4[CH:29]=[CH:28][CH:27]=[CH:26][CH:25]=4)=[O:32])=[C:34]([CH3:44])[N:35]=3)[C:39]2=[O:43])=[CH:15]1. Procedure: Following the procedure as described in Example 23, making variations as required to replace 4-(chloromethyl)benzonitrile with 3-(2-bromoethyl)-1H-indole to react with N-benzyl-4-methyl-2-(2-oxoimidazolidin-1-yl)thiazole-5-carboxamide, the title compound was obtained as a colorless solid in 22% yield: mp 215-217° C. (dichloromethane/hexanes): 1H NMR (300 MHz, DMSO-d6) δ 10.86 (s, 1H), 8.50 (t, J=6.0 Hz, 1H), 7.57 (d, J=6.0 Hz, 1H), 7.36-7.20 (m, 7H), 7.10-6.96 (m, 2H), 4.38 (d, J=6.0 Hz, 2H), 3.... Reactants: CC1=C(C(=O)O)N2C(=O)C(NC(=O)OC(C)(C)C)C2SC1, C=[N+]=[N-]. Yields the product COC(=O)C1=C(C)CSC2C(NC(=O)OC(C)(C)C)C(=O)N12. As a reaction SMILES: [C:1]([CH3:2])([CH3:3])([CH3:4])[O:5][C:6](=[O:7])[NH:8][CH:9]1[CH:10]2[S:11][CH2:12][C:13]([CH3:21])=[C:14]([C:18](=[O:19])[OH:20])[N:15]2[C:16]1=[O:17].[N+:22](=[N-:23])=[CH2:24]>>[C:1]([CH3:2])([CH3:3])([CH3:4])[O:5][C:6](=[O:7])[NH:8][CH:9]1[CH:10]2[S:11][CH2:12][C:13]([CH3:21])=[C:14]([C:18](=[O:19])[O:20][CH3:24])[N:15]2[C:16]1=[O:17]. Reactants: CO, [F-], [K+], C[Si](C)(C)C#Cc1c[nH]nc1-c1cccc([N+](=O)[O-])c1. The product is C#Cc1c[nH]nc1-c1cccc([N+](=O)[O-])c1. RXN SMILES: [CH3:23][OH:24].[F-:21].[K+:22].[N+:1](=[O:2])([O-:3])[c:4]1[cH:5][c:6](-[c:10]2[n:11][nH:12][cH:13][c:14]2[C:15]#[C:16][Si:17]([CH3:18])([CH3:19])[CH3:20])[cH:7][cH:8][cH:9]1>>[N+:1](=[O:2])([O-:3])[c:4]1[cH:5][c:6](-[c:10]2[n:11][nH:12][cH:13][c:14]2[C:15]#[CH:16])[cH:7][cH:8][cH:9]1.